This data is from the Open Reaction Database (ORD), a public repository of structured organic reaction records. The task is: describe an organic reaction: reactants, conditions, products, and yield Yields the product CCOC(=O)c1cc2c(nc1C)C(OC)CCCC2. Starting materials: C1CCOC1, CI, [H-], [Na+], O, CCOC(=O)c1cc2c(nc1C)C(O)CCCC2. As a reaction SMILES: [CH2:24]1[O:25][CH2:26][CH2:27][CH2:28]1.[CH3:21][I:22].[H-:19].[Na+:20].[OH2:23].[OH:1][CH:2]1[CH2:3][CH2:4][CH2:5][CH2:6][c:7]2[c:8]1[n:9][c:10]([CH3:18])[c:11]([C:13](=[O:14])[O:15][CH2:16][CH3:17])[cH:12]2>>[O:1]([CH:2]1[CH2:3][CH2:4][CH2:5][CH2:6][c:7]2[c:8]1[n:9][c:10]([CH3:18])[c:11]([C:13](=[O:14])[O:15][CH2:16][CH3:17])[cH:12]2)[CH3:21]. Starting materials: [BH4-], CC(C)C1Cc2c(Br)cccc2C1=O, [Na+], O. The product is CC(C)C1=Cc2cccc(Br)c2C1. RXN SMILES: [BH4-:15].[Br:1][c:2]1[c:3]2[c:7]([cH:8][cH:9][cH:10]1)[C:6](=[O:11])[CH:5]([CH:12]([CH3:13])[CH3:14])[CH2:4]2.[Na+:16].[OH2:17]>>[Br:1][c:2]1[c:3]2[c:7]([cH:8][cH:9][cH:10]1)[CH:6]=[C:5]([CH:12]([CH3:13])[CH3:14])[CH2:4]2. The reactants are BrC(C)C (2-bromopropane), Mg, [Cl-].[NH4+] (ammonium chloride), CC1(OC2=C(C1)C=CC(=C2)C=O)C (2,2-dimethyl-2,3-dihydrobenzofuran-6-aldehyde), Cl (hydrochloric acid). Run in O1CCCC1 (tetrahydrofuran), O1CCCC1 (tetrahydrofuran), O1CCCC1 (tetrahydrofuran). Yields the product CC1(OC2=C(C1)C=CC(=C2)C(O)C(C)C)C (2,2-dimethyl-2,3-dihydrobenzofuran-6-yl-(α-isopropyl)-carbinol). Yield: 67.8%. Reaction SMILES: Br[CH:2]([CH3:4])[CH3:3].[CH3:5][C:6]1([CH3:17])[CH2:10][C:9]2[CH:11]=[CH:12][C:13]([CH:15]=[O:16])=[CH:14][C:8]=2[O:7]1.[Cl-].[NH4+].Cl>O1CCCC1>[CH3:5][C:6]1([CH3:17])[CH2:10][C:9]2[CH:11]=[CH:12][C:13]([CH:15]([CH:2]([CH3:4])[CH3:3])[OH:16])=[CH:14][C:8]=2[O:7]1 |f:2.3|. Procedure details: 18.7 g of 2-bromopropane in 30 ml of absolute tetrahydrofuran are added dropwise to 3.6 g of Mg filings in 15 ml of absolute tetrahydrofuran. The mixture is stirred under reflux for 1 hour and is then cooled to 5°-10° C. At this temperature, 23 g of 2,2-dimethyl-2,3-dihydrobenzofuran-6-aldehyde in 100 ml of absolute tetrahydrofuran are added dropwise. The reaction mixture is stirred overnight and is then cautiously decomposed with a cold saturated ammonium chloride solution and a few milliliters... Reactants: Brc1cccc(Br)n1, C1CCOC1, OC1CCNC1. The product is OC1CCN(c2cccc(Br)n2)C1. Reaction SMILES: [Br:1][c:2]1[n:3][c:4]([Br:8])[cH:5][cH:6][cH:7]1.[O:15]1[CH2:16][CH2:17][CH2:18][CH2:19]1.[OH:9][CH:10]1[CH2:11][NH:12][CH2:13][CH2:14]1>>[c:2]1([N:12]2[CH2:11][CH:10]([OH:9])[CH2:14][CH2:13]2)[n:3][c:4]([Br:8])[cH:5][cH:6][cH:7]1.